Dataset: the Open Reaction Database (ORD), a public repository of structured organic reaction records. Task: describe an organic reaction: reactants, conditions, products, and yield Reactants: O.O.O.O.C(C)(=O)[O-].[Co+2].C(C)(=O)[O-] (cobalt acetate tetrahydrate), polymer 4. The solvent is CO (methanol), ClCCl (dichloromethane), CO (methanol). Conditions: time 3 hour. Product: C(C)(=O)[O-].[Co+2].C(C)(=O)[O-] (Cobalt(II) Acetate), Co(II)(4). Isolated yield 95.0%. RXN SMILES: O.O.O.O.[C:5]([O-:8])(=[O:7])[CH3:6].[Co+2:9].[C:10]([O-:13])(=[O:12])[CH3:11]>ClCCl.CO>[C:5]([O-:8])(=[O:7])[CH3:6].[Co+2:9].[C:10]([O-:13])(=[O:12])[CH3:11] |f:0.1.2.3.4.5.6,9.10.11|. Procedure: The reaction was carried out in a glove box and solvents were degassed prior to use. The polymer 4 (95 mg, 0.16 mmol) was dissolved in dichloromethane (2 mL) in a vial charged with a stir bar. A solution of cobalt acetate tetrahydrate (49.8 mg, 0.20 mmol) in methanol (2 mL) was added slowly to the vial, resulting in precipitation of a red-brown powder. After the suspension was stirred at rt for 3 h, additional methanol (6 mL) was added to precipitate more solid. The solid was collected by filtra... Reaction SMILES: [CH3:1][O:2][C:3]1[CH:4]=[C:5]2[C:10](=[CH:11][CH:12]=1)[C:9](=[O:13])[CH2:8][CH2:7][CH2:6]2.[CH3:14][O:15][C:16]1[CH:17]=[C:18]([CH:21]=[CH:22][C:23]=1[O:24][CH3:25])[CH:19]=O.Cl.[OH-].[Na+]>O.C(O)C>[CH3:14][O:15][C:16]1[CH:17]=[C:18]([CH:21]=[CH:22][C:23]=1[O:24][CH3:25])[CH:19]=[C:8]1[CH2:7][CH2:6][C:5]2[C:10](=[CH:11][CH:12]=[C:3]([O:2][CH3:1])[CH:4]=2)[C:9]1=[O:13] |f:3.4|. Yields the product COC=1C=C(C=C2C(C3=CC=C(C=C3CC2)OC)=O)C=CC1OC (2-(3,4-Dimethoxybenzylidene)-6-methoxy-1-tetralone). Yield: 95.2%. Procedure details: 6-Methoxy-1-tetralone (7.04 g, 40 mmol) and 3,4-dimethoxybenzaldehyde (6.44 g, 40 mmol) are mixed with 100 ml of absolute ethanol. The mixture is stirred for 0.5 h to dissolve as much as possible of the reagents. The introduction of gaseous hydrogen chloride is commenced. An exothermic reaction is noted which enables the complete dissolution of all of the reagents. The round-bottomed flask is cooled from time to time with an ice bath so that the temperature does not exceed 80° C. The mixture is ... The reactants are COC=1C=C2CCCC(C2=CC1)=O (6-Methoxy-1-tetralone), COC=1C=C(C=O)C=CC1OC (3,4-dimethoxybenzaldehyde), Cl (hydrogen chloride), [OH-].[Na+] (NaOH), Cl (hydrogen chloride). Solvent: C(C)O (ethanol), O (water). Run at time 0.5 hour. Reactants: Cl.OC=1C=C(CCN)C=CC1O (3,4-dihydroxyphenethylamine hydrochloride), C(C)OC(COC1=CC=C(C=C1)OCC=C)OCC ((4-allyloxyphenoxy)acetaldehyde diethyl acetal), O (water). The reagents and catalysts are Cl (hydrochloric acid). Solvent: C(CCC)O (n-butanol). Product: Cl.C(C=C)OC1=CC=C(OCC2NCCC3=CC(=C(C=C23)O)O)C=C1 (1-(4-allyloxyphenoxy)methyl-6,7-dihydroxy-1,2,3,4-tetrahydroisoquinoline hydrochloride). Yield: 94.8%. As a reaction SMILES: [ClH:1].[OH:2][C:3]1[CH:4]=[C:5]([CH:9]=[CH:10][C:11]=1[OH:12])[CH2:6][CH2:7][NH2:8].C(O[CH:16](OCC)[CH2:17][O:18][C:19]1[CH:24]=[CH:23][C:22]([O:25][CH2:26][CH:27]=[CH2:28])=[CH:21][CH:20]=1)C.O>C(O)CCC.Cl>[ClH:1].[CH2:26]([O:25][C:22]1[CH:23]=[CH:24][C:19]([O:18][CH2:17][CH:16]2[C:9]3[C:5](=[CH:4][C:3]([OH:2])=[C:11]([OH:12])[CH:10]=3)[CH2:6][CH2:7][NH:8]2)=[CH:20][CH:21]=1)[CH:27]=[CH2:28] |f:0.1,6.7|. Procedure details: A solution of 3,4-dihydroxyphenethylamine hydrochloride (3.3 g) and (4-allyloxyphenoxy)acetaldehyde diethyl acetal (5.2 g) in a mixture of n-butanol (45 ml), water (12 ml) and concentrated hydrochloric acid (2 drops) was refluxed for 4 hours. After the reaction, the reaction mixture was concentrated to dryness. The residue was crystallized by adding acetone, and the crystals were recrystallized from a mixed solvent of 99% ethanol and ether to give 1-(4-allyloxyphenoxy)methyl-6,7-dihydroxy-1,2,3,... Reaction SMILES: C[O:2][C:3](=[O:24])[C@@H:4]([N:9]1[CH2:13][C:12]([O:14][C:15]2[CH:20]=[CH:19][CH:18]=[C:17]([OH:21])[C:16]=2[F:22])=[CH:11][C:10]1=[O:23])[CH2:5][CH:6]([CH3:8])[CH3:7].O.[OH-].[Li+]>O1CCCC1>[F:22][C:16]1[C:17]([OH:21])=[CH:18][CH:19]=[CH:20][C:15]=1[O:14][C:12]1[CH2:13][N:9]([C@@H:4]([CH2:5][CH:6]([CH3:8])[CH3:7])[C:3]([OH:24])=[O:2])[C:10](=[O:23])[CH:11]=1 |f:1.2.3|. Yield: 84.5%. Product: FC1=C(OC2=CC(N(C2)[C@H](C(=O)O)CC(C)C)=O)C=CC=C1O ((S)-2-[4-(2-fluoro-3-hydroxy-phenoxy)-2-oxo-2,5-dihydro-pyrrol-1-yl]-4-methyl-pentanoic acid). Reaction conditions: temperature 0 celsius. The reactants are COC([C@H](CC(C)C)N1C(C=C(C1)OC1=C(C(=CC=C1)O)F)=O)=O ((S)-2-[4-(2-fluoro-3-hydroxy-phenoxy)-2-oxo-2,5-dihydro-pyrrol-1-yl]-4-methyl-pentanoic acid methyl ester), O.[OH-].[Li+] (lithium hydroxide monohydrate). Solvent: O1CCCC1 (tetrahydrofuran). Procedure details: To a solution containing (S)-2-[4-(2-fluoro-3-hydroxy-phenoxy)-2-oxo-2,5-dihydro-pyrrol-1-yl]-4-methyl-pentanoic acid methyl ester (1.00 g, 0.003 mol) in tetrahydrofuran (18 mL) was treated with an aqueous solution of lithium hydroxide monohydrate (0.5N, 18 mL, 0.009 mol). The mixture was stirred at 0° C. for 2H, and the solvents evaporated. The residue was dissolved in water and washed with diethyl ether, and the diethyl ether layer discarded. The aqueous phase was acidified with dilute hydroch...